From a dataset of the Open Reaction Database (ORD), a public repository of structured organic reaction records. describe an organic reaction: reactants, conditions, products, and yield The reactants are N#Cc1ccc(-c2ccccc2)cc1, N#Cc1ccc(-c2ccc([N+](=O)[O-])cc2)cc1, CCN(C(C)C)C(C)C, ClCCl, COC(=O)CCCC(=O)O, CCOC(C)=O, [Cl-], [H][H], N#Cc1ccc(-c2ccc(N)cc2)cc1, O=[N+]([O-])O. RXN SMILES: [C:18]([c:19]1[cH:20][cH:21][c:22](-[c:23]2[cH:24][cH:25][cH:26][cH:27][cH:28]2)[cH:29][cH:30]1)#[N:31].[C:62]([c:63]1[cH:64][cH:65][c:66](-[c:67]2[cH:68][cH:69][c:70]([N+:71]([O-:72])=[O:73])[cH:74][cH:75]2)[cH:76][cH:77]1)#[N:78].[CH2:36]([N:37]([CH:38]([CH3:39])[CH3:40])[CH:41]([CH3:42])[CH3:43])[CH3:44].[CH2:79]([Cl:80])[Cl:81].[CH3:46][O:47][C:48]([CH2:49][CH2:50][CH2:51][C:52](=[O:53])[OH:54])=[O:55].[CH3:56][CH2:57][O:58][C:59](=[O:60])[CH3:61].[Cl-:45].[H:16][H:17].[NH2:1][c:2]1[cH:3][cH:4][c:5](-[c:8]2[cH:9][cH:10][c:11]([C:14]#[N:15])[cH:12][cH:13]2)[cH:6][cH:7]1.[OH:32][N+:33](=[O:34])[O-:35]>>[NH:1]([c:2]1[cH:3][cH:4][c:5](-[c:8]2[cH:9][cH:10][c:11]([C:14]#[N:15])[cH:12][cH:13]2)[cH:6][cH:7]1)[C:52]([CH2:51][CH2:50][CH2:49][C:48]([O:47][CH3:46])=[O:55])=[O:53]. Yields the product COC(=O)CCCC(=O)Nc1ccc(-c2ccc(C#N)cc2)cc1. Starting materials: C(C)OC(CCCCCC(C(=O)OC(C)(C)C)C(=O)OC(C)(C)C)=O (2-t-Butoxycarbonyl-octanedioic acid 1-t-butyl ester 8-ethyl ester), C(=O)(C(F)(F)F)O (TFA). The solvent is C(Cl)Cl (CH2Cl2). Reaction conditions: time 8 hour. Yields the product C(C)OC(CCCCCC(C(=O)O)C(=O)O)=O (2-Carboxy-octanedioic acid 8-ethyl ester). Isolated yield 95.3%. As a reaction SMILES: [CH2:1]([O:3][C:4](=[O:25])[CH2:5][CH2:6][CH2:7][CH2:8][CH2:9][CH:10]([C:18]([O:20]C(C)(C)C)=[O:19])[C:11]([O:13]C(C)(C)C)=[O:12])[CH3:2].C(O)(C(F)(F)F)=O>C(Cl)Cl>[CH2:1]([O:3][C:4](=[O:25])[CH2:5][CH2:6][CH2:7][CH2:8][CH2:9][CH:10]([C:11]([OH:13])=[O:12])[C:18]([OH:20])=[O:19])[CH3:2]. Reported procedure: To a solution of triester 61 (500 mg, 1.395 mmol) in CH2Cl2 (20 mL) was added TFA (2.0 mL) and the reaction mixture stirred overnight. Volatile components were evaporated under vacuum, and the residue repeatedly dissolved in CH2Cl2 and evaporated to remove all traces of TFA. A solid 62 (327 mg, 1.33 mmol) was obtained and used directly in the next step without further purification. 1H-NMR (400 MHz, DMSO-d6) δ 12.62 (br s, 2H), 4.03 (q, 2H), 3.16 (t, 1H), 2.25 (t, 2H), 1.67 (m, 2H), 1.49 (m, 2H),... The reactants are C(C)OC(CC1=CC(=CC=2CCCCC12)OS(=O)(=O)C(F)(F)F)=O ((3-Trifluoromethanesulfonyloxy-5,6,7,8-tetrahydro-naphthalen-1-yl)-acetic Acid Ethyl Ester), C1CCOC1 (THF), CN1CCNCC1 (N-methylpiperazine), tris(dibenzylideneacetoneacetone)-dipalladium(0), C(C)(C)(C)P(C1=C(C=CC=C1)C1=CC=CC=C1)C(C)(C)C (2-(di-t-butylphosphino)biphenyl). Reaction conditions: time 24 hour. Yields the product C(C)OC(CC1=CC(=CC=2CCCCC12)N1CCN(CC1)C)=O ([3-(4-Methyl-piperazin-1-yl)-5,6,7,8-tetrahydro-naphthalen-1-yl]-acetic Acid Ethyl Ester). Reaction SMILES: [CH2:1]([O:3][C:4](=[O:24])[CH2:5][C:6]1[C:15]2[CH2:14][CH2:13][CH2:12][CH2:11][C:10]=2[CH:9]=[C:8](OS(C(F)(F)F)(=O)=O)[CH:7]=1)[CH3:2].C1COCC1.[CH3:30][N:31]1[CH2:36][CH2:35][NH:34][CH2:33][CH2:32]1.C(P(C(C)(C)C)C1C=CC=CC=1C1C=CC=CC=1)(C)(C)C>>[CH2:1]([O:3][C:4](=[O:24])[CH2:5][C:6]1[C:15]2[CH2:14][CH2:13][CH2:12][CH2:11][C:10]=2[CH:9]=[C:8]([N:34]2[CH2:35][CH2:36][N:31]([CH3:30])[CH2:32][CH2:33]2)[CH:7]=1)[CH3:2]. Procedure: To a solution of compound of step d) (0.5 g, 1.36 mmol) in dry THF (10 ml) K3PO4 (405 mg, 1.90 mmol), N-methylpiperazine (180 μl, 163 mmol), tris(dibenzylideneacetoneacetone)-dipalladium(0) (60 mg, 0.07 mmol) and 2-(di-t-butylphosphino)biphenyl (21 mg, 0.07 mmol) are added under argon. The reaction is kept under argon at 80° C. for 24 hours. After filtration DMF is removed under reduced pressure and the crude residue is purified on silica gel (methylene chloride/methanol 95/5) affording the pure... Reactants: O=C1CC(NC(=O)OCc2ccccc2)CO1, C1CCOC1, CNC. Yields the product CN(C)C(=O)CC(CO)NC(=O)OCc1ccccc1. RXN SMILES: [C:1](=[O:2])([O:3][CH2:4][c:5]1[cH:6][cH:7][cH:8][cH:9][cH:10]1)[NH:11][CH:12]1[CH2:13][C:14](=[O:15])[O:16][CH2:17]1.[CH2:21]1[O:22][CH2:23][CH2:24][CH2:25]1.[CH3:18][NH:19][CH3:20]>>[C:1](=[O:2])([O:3][CH2:4][c:5]1[cH:6][cH:7][cH:8][cH:9][cH:10]1)[NH:11][CH:12]([CH2:13][C:14](=[O:15])[N:19]([CH3:18])[CH3:20])[CH2:17][OH:16]. Starting materials: N1(N=NN=C1)C1=CC=C(OCC[C@H]2[C@H](C2)C2CCNCC2)C=C1 (4-((1R,2S)-2-(2-(4-(1H-tetrazol-1-yl)phenoxy)ethyl)cyclopropyl)piperidine), CCN(C(C)C)C(C)C (DIPEA), C(C)(C)(C)N=C=O (t-butyl isocyanate). Solvent: CN(C)C=O (DMF). Conditions: time 20 minute. The product is C(C)(C)(C)NC(=O)N1CCC(CC1)[C@@H]1[C@@H](C1)CCOC1=CC=C(C=C1)N1N=NN=C1 (N-(tert-butyl)-4-((1R,2S)-2-(2-(4-(1H-tetrazol-1-yl)phenoxy)ethyl)cyclopropyl)piperidine-1-carboxamide). As a reaction SMILES: [N:1]1([C:6]2[CH:23]=[CH:22][C:9]([O:10][CH2:11][CH2:12][C@@H:13]3[CH2:15][C@@H:14]3[CH:16]3[CH2:21][CH2:20][NH:19][CH2:18][CH2:17]3)=[CH:8][CH:7]=2)[CH:5]=[N:4][N:3]=[N:2]1.CCN(C(C)C)C(C)C.[C:33]([N:37]=[C:38]=[O:39])([CH3:36])([CH3:35])[CH3:34]>CN(C=O)C>[C:33]([NH:37][C:38]([N:19]1[CH2:20][CH2:21][CH:16]([C@H:14]2[CH2:15][C@H:13]2[CH2:12][CH2:11][O:10][C:9]2[CH:8]=[CH:7][C:6]([N:1]3[CH:5]=[N:4][N:3]=[N:2]3)=[CH:23][CH:22]=2)[CH2:17][CH2:18]1)=[O:39])([CH3:36])([CH3:35])[CH3:34]. Reported procedure: To a solution of 4-((1R,2S)-2-(2-(4-(1H-tetrazol-1-yl)phenoxy)ethyl)cyclopropyl)piperidine (20 mg, 0.064 mmol) in DMF (0.7 ml) under nitrogen at RT was added DIPEA (0.022 ml, 0.128 mmol) followed by t-butyl isocyanate (drop). At 20 minutes, LC/MS showed no SM left. Quenched with formic acid (4.90 μl, 0. The fractions containing product were collected and dried via GenoVac to afford the title compound. GPR119 Human EC50: 14.7 nM Starting materials: O (water), CN1C(=C(C2=CC(=CC=C12)OCC1=CC=CC=C1)OC(C)C)C(=O)OC(C)(C)C (1,1-dimethylethyl 1-methyl-3(1-methylethoxy)-5-(phenylmethoxy)-1H-indole-2-carboxylate), O (water), [OH-].[Na+] (sodium hydroxide). The solvent is COCCO (2-methoxyethanol). Conditions: time 1 hour. Yields the product CN1C(=C(C2=CC(=CC=C12)OCC1=CC=CC=C1)OC(C)C)C(=O)O (1-Methyl-3-(1-methylethoxy)-5-(phenylmethoxy)-1H-indole-2-carboxylic acid). Isolated yield 88.4%. As a reaction SMILES: [CH3:1][N:2]1[C:10]2[C:5](=[CH:6][C:7]([O:11][CH2:12][C:13]3[CH:18]=[CH:17][CH:16]=[CH:15][CH:14]=3)=[CH:8][CH:9]=2)[C:4]([O:19][CH:20]([CH3:22])[CH3:21])=[C:3]1[C:23]([O:25]C(C)(C)C)=[O:24].[OH-].[Na+].O>COCCO>[CH3:1][N:2]1[C:10]2[C:5](=[CH:6][C:7]([O:11][CH2:12][C:13]3[CH:18]=[CH:17][CH:16]=[CH:15][CH:14]=3)=[CH:8][CH:9]=2)[C:4]([O:19][CH:20]([CH3:22])[CH3:21])=[C:3]1[C:23]([OH:25])=[O:24] |f:1.2|. Procedure: A suspension of 1,1-dimethylethyl 1-methyl-3(1-methylethoxy)-5-(phenylmethoxy)-1H-indole-2-carboxylate (5.6 g, 14 mmol) in 80 mL of 2-methoxyethanol is treated with a solution of 50% aqueous sodium hydroxide (5.0 g, 63 mmol) followed by the addition of 15 mL of water. The mixture is stirred at reflux for 3 hours, then cooled and added to 700 mL of water. The mixture is heated on a hot plate until nearly one phase and filtered hot. The warm filtrate is immediately treated with 50 mL of 4.0N HCl. ... The reactants are ice water, C(C)(=O)N1CC2=C(C3=C(N=CN(C3=O)CCN3CCN(CC3)C3=C(C=CC=C3)OC)S2)CC1 (3,4,5,6,7,8-hexahydro-7-acetyl-3-[2-(4-(2-methoxyphenyl)-1-piperazinyl)ethyl]pyrido[4′,3′:4,5]thieno[2,3-d]pyrimidin-4-one), [OH-].[Na+] (sodium hydroxide). Solvent: Cl (hydrochloric acid). Conditions: temperature 100 celsius, time 2 hour. The product is COC1=C(C=CC=C1)N1CCN(CC1)CCN1C=NC2=C(C1=O)C1=C(S2)CNCC1 (3,4,5,6,7,8-Hexahydro-3-[2-(4-(2-methoxyphenyl)-1-piperazinyl)ethyl]pyrido[4′,3′; 4,5]thieno[2,3-d]pyrimidin-4-one). Isolated yield 65.6%. RXN SMILES: C([N:4]1[CH2:33][CH2:32][C:7]2[C:8]3[C:13](=[O:14])[N:12]([CH2:15][CH2:16][N:17]4[CH2:22][CH2:21][N:20]([C:23]5[CH:28]=[CH:27][CH:26]=[CH:25][C:24]=5[O:29][CH3:30])[CH2:19][CH2:18]4)[CH:11]=[N:10][C:9]=3[S:31][C:6]=2[CH2:5]1)(=O)C.[OH-].[Na+]>Cl>[CH3:30][O:29][C:24]1[CH:25]=[CH:26][CH:27]=[CH:28][C:23]=1[N:20]1[CH2:21][CH2:22][N:17]([CH2:16][CH2:15][N:12]2[C:13](=[O:14])[C:8]3[C:7]4[CH2:32][CH2:33][NH:4][CH2:5][C:6]=4[S:31][C:9]=3[N:10]=[CH:11]2)[CH2:18][CH2:19]1 |f:1.2|. Procedure: 4.0 g (8.6 mmol) of 3,4,5,6,7,8-hexahydro-7-acetyl-3-[2-(4-(2-methoxyphenyl)-1-piperazinyl)ethyl]pyrido[4′,3′:4,5]thieno[2,3-d]pyrimidin-4-one were dissolved in 80 ml of 10% strength hydrochloric acid and stirred at a bath temperature of 100° C. for 2 h. The mixture was then poured into ice-water, made alkaline with concentrated sodium hydroxide solution and extracted twice with methylene chloride. The combined organic phases were dried and concentrated. 3.7 g of crude product were isolated and ... The reactants are CN(C)C=O, Cc1oc(-c2ccccc2)nc1COc1ccccc1CCl, Cl, [H-], [Na+], O, COC(=O)CCC(=NO)c1ccccc1. The product is COC(=O)CCC(=NOCc1ccccc1OCc1nc(-c2ccccc2)oc1C)c1ccccc1. As a reaction SMILES: [CH3:41][N:42]([CH3:43])[CH:44]=[O:45].[Cl:1][CH2:2][c:3]1[c:4]([O:5][CH2:6][c:7]2[n:8][c:9](-[c:13]3[cH:14][cH:15][cH:16][cH:17][cH:18]3)[o:10][c:11]2[CH3:12])[cH:19][cH:20][cH:21][cH:22]1.[ClH:40].[H-:38].[Na+:39].[OH2:46].[OH:23][N:24]=[C:25]([CH2:26][CH2:27][C:28](=[O:29])[O:30][CH3:31])[c:32]1[cH:33][cH:34][cH:35][cH:36][cH:37]1>>[CH2:2]([c:3]1[c:4]([O:5][CH2:6][c:7]2[n:8][c:9](-[c:13]3[cH:14][cH:15][cH:16][cH:17][cH:18]3)[o:10][c:11]2[CH3:12])[cH:19][cH:20][cH:21][cH:22]1)[O:23][N:24]=[C:25]([CH2:26][CH2:27][C:28](=[O:29])[O:30][CH3:31])[c:32]1[cH:33][cH:34][cH:35][cH:36][cH:37]1. Starting materials: ClC1=CC=C(CN)C=C1 (4-chloro-benzylamine), COC1=C2C=CNC2=NC=C1 (4-methoxy-7-azaindole), ClC1=C2C=CNC2=NC=C1 (4-chloro-7-azaindole). Product: ClC1=C2C(=NC=C1)NC=C2CC=2C=CC(=NC2)NCC2=CC=C(C=C2)Cl ([5-(4-chloro-1H-pyrrolo[2,3-b]pyridin-3-ylmethyl)-pyridin-2-yl]-(4-chloro-benzyl)-amine). As a reaction SMILES: [Cl:1][C:2]1[CH:9]=[CH:8][C:5]([CH2:6][NH2:7])=[CH:4][CH:3]=1.CO[C:12]1[CH:20]=[CH:19][N:18]=[C:17]2[C:13]=1[CH:14]=CN2.[Cl:21][C:22]1[CH:30]=[CH:29][N:28]=[C:27]2[C:23]=1[CH:24]=[CH:25][NH:26]2>>[Cl:21][C:22]1[CH:30]=[CH:29][N:28]=[C:27]2[NH:26][CH:25]=[C:24]([CH2:14][C:13]3[CH:12]=[CH:20][C:19]([NH:7][CH2:6][C:5]4[CH:8]=[CH:9][C:2]([Cl:1])=[CH:3][CH:4]=4)=[N:18][CH:17]=3)[C:23]=12. Procedure: was prepared following the protocol of Scheme 12, substituting 4-trifluoro-benzylamine with 4-chloro-benzylamine in Step 1 and 4-methoxy-7-azaindole with 4-chloro-7-azaindole (24, prepared as described in Example 11) in Step 4. MS (ESI) [M+H+]+=381.1 and 383.0.